Task: describe an organic reaction: reactants, conditions, products, and yield. Dataset: the Open Reaction Database (ORD), a public repository of structured organic reaction records The reactants are C(C)OC(C1=CC(C(=O)N(CCC)C)=CC(=C1)CO)=O (5-hydroxymethyl-N-methyl-N-propyl-isophthalamic acid ethyl ester), [OH-].[Na+] (NaOH). Run in C1CCOC1 (THF). Conditions: time 8 hour. Yields the product OCC=1C=C(C=C(C(=O)O)C1)C(=O)N(CCC)C (5-Hydroxymethyl-N-methyl-N-propyl-isophthalamic acid). Isolated yield 88.4%. Reaction SMILES: C([O:3][C:4](=[O:20])[C:5]1[CH:17]=[C:16]([CH2:18][OH:19])[CH:15]=[C:7]([C:8]([N:10]([CH3:14])[CH2:11][CH2:12][CH3:13])=[O:9])[CH:6]=1)C.[OH-].[Na+]>C1COCC1>[OH:19][CH2:18][C:16]1[CH:15]=[C:7]([C:8]([N:10]([CH3:14])[CH2:11][CH2:12][CH3:13])=[O:9])[CH:6]=[C:5]([CH:17]=1)[C:4]([OH:20])=[O:3] |f:1.2|. Procedure details: Mix 5-hydroxymethyl-N-methyl-N-propyl-isophthalamic acid ethyl ester (1.0 g, 3.6 mmol), 1 N NaOH (25 mL) in THF (5 mL). Stir at room temperature overnight. Wash with diethyl ether (2×20 mL). Acidify the aqueous layer with 5 N HCl to about pH=2. Extract with ethyl acetate (2×20 mL), concentrate and purify (silica gel chromatography eluting with 1% acetic acid in ethyl acetate and hexanes) to give the title compound (0.80 g, 89%). Starting materials: C(C)(=O)[O-].[NH4+] (Ammonium acetate), C1(=CC=CC=C1)S(=O)(=O)CCCCCN1C(=NC=2C(=NC(=C(C21)C)C)OC2=CC=CC=C2)CCC (1-[5-(benzenesulfonyl)pentyl]-6,7-dimethyl-4-phenoxy-2-propyl-1H-imidazo[4,5-c]pyridine), C(C)(=O)[O-].[NH4+] (ammonium acetate). Run at time 8 hour. Product: C1(=CC=CC=C1)S(=O)(=O)CCCCCN1C(=NC=2C(=NC(=C(C21)C)C)N)CCC (1-[5-(benzenesulfonyl)pentyl]-6,7-dimethyl-2-propyl-1H-imidazo[4,5-c]pyridin-4-amine). Yield: 48.7%. RXN SMILES: [C:1]([O-])(=O)[CH3:2].[NH4+:5].[C:6]1([S:12]([CH2:15][CH2:16][CH2:17][CH2:18][CH2:19][N:20]2[C:28]3[C:27]([CH3:29])=[C:26]([CH3:30])[N:25]=[C:24](OC4C=CC=CC=4)[C:23]=3[N:22]=[C:21]2[CH2:38]CC)(=[O:14])=[O:13])[CH:11]=[CH:10][CH:9]=[CH:8][CH:7]=1>>[C:6]1([S:12]([CH2:15][CH2:16][CH2:17][CH2:18][CH2:19][N:20]2[C:28]3[C:27]([CH3:29])=[C:26]([CH3:30])[N:25]=[C:24]([NH2:5])[C:23]=3[N:22]=[C:21]2[CH2:38][CH2:1][CH3:2])(=[O:14])=[O:13])[CH:11]=[CH:10][CH:9]=[CH:8][CH:7]=1 |f:0.1|. Reported procedure: Ammonium acetate (18 g, 0.23 mol) and 1-[5-(benzenesulfonyl)pentyl]-6,7-dimethyl-4-phenoxy-2-propyl-1H-imidazo[4,5-c]pyridine (1.74 g, 3.54 mmol) were heated at 165° C. in a sealed tube for 8 hours with stirring. Following the work-up, an analysis by NMR indicated that starting material was present; additional ammonium acetate was added (18 g, 0.23 mol), and the reaction was continued overnight at 160° C. The solution was allowed to cool to room temperature and partitioned between chloroform (10...